Dataset: the Open Reaction Database (ORD), a public repository of structured organic reaction records. Task: describe an organic reaction: reactants, conditions, products, and yield Reactants: OC1=CC(=C(C=C1)\C=C\C(CC(\C=C\C1=CC=C(C=C1)O)=O)=O)OC ((1E,6E)-1-(4-hydroxy-2-methoxyphenyl)-7-(4-hydroxyphenyl)hepta-1,6-diene-3,5-dione), CN(C1=CC=C(C=C1)\C=C\C(CC(\C=C\C1=CC(=C(C=C1)O)OC)=O)=O)C ((1E,6E)-1-(4-dimethylaminophenyl)-7-(4-hydroxy-3-methoxyphenyl)hepta-1,6-diene-3,5-dione). Product: OC1=CC(=C(C=C1)CCC(CC(CCC1=CC=C(C=C1)O)=O)=O)OC (1-(4-hydroxy-2-methoxyphenyl)-7-(4-hydroxyphenyl)heptane-3,5-dione), gum. Isolated yield 72.0%. As a reaction SMILES: [OH:1][C:2]1[CH:7]=[CH:6][C:5](/[CH:8]=[CH:9]/[C:10](=[O:23])[CH2:11][C:12](=[O:22])/[CH:13]=[CH:14]/[C:15]2[CH:20]=[CH:19][C:18]([OH:21])=[CH:17][CH:16]=2)=[C:4]([O:24][CH3:25])[CH:3]=1.CN(C)C1C=CC(/C=C/C(=O)CC(=O)/C=C/C2C=CC(O)=C(OC)C=2)=CC=1>>[OH:1][C:2]1[CH:7]=[CH:6][C:5]([CH2:8][CH2:9][C:10](=[O:23])[CH2:11][C:12](=[O:22])[CH2:13][CH2:14][C:15]2[CH:16]=[CH:17][C:18]([OH:21])=[CH:19][CH:20]=2)=[C:4]([O:24][CH3:25])[CH:3]=1. Procedure details: The title compound was synthesized using the same procedure employed for Example 372, but with (1E,6E)-1-(4-hydroxy-2-methoxyphenyl)-7-(4-hydroxyphenyl)hepta-1,6-diene-3,5-dione (20 mg, 59 μmol, synthesized in Example 63) as the starting material instead of (1E,6E)-1-(4-dimethylaminophenyl)-7-(4-hydroxy-3-methoxyphenyl)hepta-1,6-diene-3,5-dione, and was purified by silica gel column chromatography eluting with hexane/ethyl acetate=65/35 to 55/45. The product was obtained as a gum (14.4 mg, 72%) ... Starting materials: [Cr](=O)(=O)([O-])O[Cr](=O)(=O)[O-].[NH+]1=CC=CC=C1.[NH+]1=CC=CC=C1 (pyridinium dichromate), C(C)N(C(C1=CC=C(C=C1)C(C=1C=CC=C2C=CC=NC12)O)=O)CC (N,N-diethyl-4-[hydroxy(8-quinolinyl)methyl]benzamide), [Cr](=O)(=O)([O-])O[Cr](=O)(=O)[O-].[NH+]1=CC=CC=C1.[NH+]1=CC=CC=C1 (PDC). Run in CCCCCCC (heptane), C(Cl)Cl (CH2Cl2). Conditions: time 24 hour. Product: C(C)N(C(C1=CC=C(C=C1)C(=O)C=1C=CC=C2C=CC=NC12)=O)CC (N,N-diethyl-4-(8-quinolinylcarbonyl)benzamide). The yield is 60.2%. RXN SMILES: [CH2:1]([N:3]([CH2:24][CH3:25])[C:4](=[O:23])[C:5]1[CH:10]=[CH:9][C:8]([CH:11]([OH:22])[C:12]2[CH:13]=[CH:14][CH:15]=[C:16]3[C:21]=2[N:20]=[CH:19][CH:18]=[CH:17]3)=[CH:7][CH:6]=1)[CH3:2].[Cr](O[Cr]([O-])(=O)=O)([O-])(=O)=O.[NH+]1C=CC=CC=1.[NH+]1C=CC=CC=1>C(Cl)Cl.CCCCCCC>[CH2:24]([N:3]([CH2:1][CH3:2])[C:4](=[O:23])[C:5]1[CH:6]=[CH:7][C:8]([C:11]([C:12]2[CH:13]=[CH:14][CH:15]=[C:16]3[C:21]=2[N:20]=[CH:19][CH:18]=[CH:17]3)=[O:22])=[CH:9][CH:10]=1)[CH3:25] |f:1.2.3|. Reported procedure: 16 (3.0 g, 9.0 mmol) was dissolved in CH2Cl2 (25 mL) and powdered pyridinium dichromate (PDC) (5.0 g, 13 mmol) was added portionwise at 25° C. Two more portions of PDC (0.5 g) were added after 3 h and 12 h. After 24 h, the solution was diluted with heptane and filtered through silica gel. Eluton with EtOAc and evaporation in vacuo gave 17 (1.8 g, 60%). MS: 332, 303, 275, 260, 232, 204, 176, 156, 128, 115. 1H NMR (CDCl3): δ1.1, 1.3 (2m, 6H), 3.22, 3.55 (2m, 4H), 7.39 (d, J=8 Hz, 2H), 7.43 (m, 1H)... Reactants: BrCC(=O)NC(C)C=1NC2=NC(=NC(=C2N1)N1CCOCC1)Cl (2-bromo-N-[1-(2-chloro-6-morpholin-4-yl-9H-purin-8-yl)-ethyl]-acetamide), C([O-])([O-])=O.[Cs+].[Cs+] (cesium carbonate). The solvent is CN(C)C=O (DMF), O (water). Run at time 2 hour. The product is ClC=1N=C(C=2N=C3C(NC(CN3C2N1)=O)C)N1CCOCC1 (3-Chloro-8-methyl-1-morpholin-4-yl-7,8-dihydro-2,4,4b,7,9-pentaaza-fluoren-6-one). Isolated yield 42.4%. Reaction SMILES: Br[CH2:2][C:3]([NH:5][CH:6]([C:8]1[NH:9][C:10]2[C:15]([N:16]=1)=[C:14]([N:17]1[CH2:22][CH2:21][O:20][CH2:19][CH2:18]1)[N:13]=[C:12]([Cl:23])[N:11]=2)[CH3:7])=[O:4].C(=O)([O-])[O-].[Cs+].[Cs+]>CN(C=O)C.O>[Cl:23][C:12]1[N:13]=[C:14]([N:17]2[CH2:22][CH2:21][O:20][CH2:19][CH2:18]2)[C:15]2[N:16]=[C:8]3[N:9]([C:10]=2[N:11]=1)[CH2:2][C:3](=[O:4])[NH:5][CH:6]3[CH3:7] |f:1.2.3|. Procedure details: A mixture of 2-bromo-N-[1-(2-chloro-6-morpholin-4-yl-9H-purin-8-yl)-ethyl]-acetamide (275 mg, 0.68 mmol) and cesium carbonate (0.48 g, 1.36 mmol) in anhydrous DMF (10 mL) was stirred at RT for 2 h, then diluted with water and extracted five times with ethyl acetate. The combined organic extracts were dried (Na2SO4), filtered and concentrated in vacuo. The resulting residue was subjected to flash chromatography (SiO2) gradient 0-5% methanol in DCM) to give 3-Chloro-8-methyl-1-morpholin-4-yl-7,8-d...